describe an organic reaction: reactants, conditions, products, and yield From a dataset of the Open Reaction Database (ORD), a public repository of structured organic reaction records. Reactants: CC(C1=CC=CC=C1)(C)NS(=O)(=O)C1=CC=CC=C1 (N-(α,α-dimethylbenzyl)benzenesulfonamide), [H-].[Na+] (sodium hydride), [Na] (sodium), CC(C1=CC=CC=C1)(C)NS(=O)(=O)C1=CC=CC=C1 (N-(α,α-dimethylbenzyl)benzenesulfonamide), CBr (methyl bromide). Solvent: CN(C=O)C (N,N-dimethyl formamide). Conditions: time 30 minute. Yields the product CN(S(=O)(=O)C1=CC=CC=C1)C(C1=CC=CC=C1)(C)C (N-methyl-N-(α,α-dimethylbenzyl)benzenesulfonamide). The yield is 87.0%. Reaction SMILES: [CH3:1][C:2]([NH:10][S:11]([C:14]1[CH:19]=[CH:18][CH:17]=[CH:16][CH:15]=1)(=[O:13])=[O:12])([CH3:9])[C:3]1[CH:8]=[CH:7][CH:6]=[CH:5][CH:4]=1.[H-].[Na+].[Na].[CH3:23]Br>CN(C)C=O>[CH3:23][N:10]([C:2]([CH3:1])([CH3:9])[C:3]1[CH:4]=[CH:5][CH:6]=[CH:7][CH:8]=1)[S:11]([C:14]1[CH:19]=[CH:18][CH:17]=[CH:16][CH:15]=1)(=[O:12])=[O:13] |f:1.2,^1:21|. Reported procedure: 27.5 g (0.1 mole) of N-(α,α-dimethylbenzyl)benzenesulfonamide was added to 5.8 g (0.12 mole) of 50% sodium hydride in 200 ml of dry N,N-dimethyl formamide. The mixture was stirred at room temperature for 30 minutes to react them. To the resulting sodium salt of N-(α,α-dimethylbenzyl)benzenesulfonamide was added 16.1 g (0.17 mole) of methyl bromide. The mixture was heated to 60° C. and stirred for 1 hours. The N,N-dimethyl formamide was distilled off under reduced pressure, and cold water was add... Procedure: To a solution (5 mL) of 3-methyl-5-(morpholin-4-yl)-1-benzofuran-2-carbaldehyde (0.24 g) synthesized in the above-mentioned (3) in tetrahydrofuran was added dropwise cyclohexylmagnesium bromide (2 mL, 1M tetrahydrofuran solution) under ice-cooling. After the completion of the dropwise addition, the ice bath was removed, and the mixture was stirred at room temperature for 15 min. To the reaction mixture was added aqueous ammonium chloride solution, and the mixture was extracted with ethyl acetate... Reactants: CC1=C(OC2=C1C=C(C=C2)N2CCOCC2)C=O (3-methyl-5-(morpholin-4-yl)-1-benzofuran-2-carbaldehyde), CC1=C(OC2=C1C=C(C=C2)N2CCOCC2)C=O (3-methyl-5-(morpholin-4-yl)-1-benzofuran-2-carbaldehyde), C1(CCCCC1)[Mg]Br (cyclohexylmagnesium bromide). The product is C1(CCCCC1)C(O)C=1OC2=C(C1C)C=C(C=C2)N2CCOCC2 (cyclohexyl[3-methyl-5-(morpholin-4-yl)-1-benzofuran-2-yl]methanol). Run at time 15 minute. The solvent is O1CCCC1 (tetrahydrofuran). RXN SMILES: [CH3:1][C:2]1[C:6]2[CH:7]=[C:8]([N:11]3[CH2:16][CH2:15][O:14][CH2:13][CH2:12]3)[CH:9]=[CH:10][C:5]=2[O:4][C:3]=1[CH:17]=[O:18].[CH:19]1([Mg]Br)[CH2:24][CH2:23][CH2:22][CH2:21][CH2:20]1>O1CCCC1>[CH:19]1([CH:17]([C:3]2[O:4][C:5]3[CH:10]=[CH:9][C:8]([N:11]4[CH2:16][CH2:15][O:14][CH2:13][CH2:12]4)=[CH:7][C:6]=3[C:2]=2[CH3:1])[OH:18])[CH2:24][CH2:23][CH2:22][CH2:21][CH2:20]1. Reactants: NS(=O)(=O)c1cc(C(=O)O)cc([N+](=O)[O-])c1Nc1ccc(C(=O)O)cc1, NS(=O)(=O)c1cc(C(=O)O)cc([N+](=O)[O-])c1Nc1ccccc1. The product is Nc1cc(C(=O)O)cc(S(N)(=O)=O)c1Nc1ccc(C(=O)O)cc1. RXN SMILES: [C:1](=[O:2])([OH:3])[c:4]1[cH:5][cH:6][c:7]([NH:8][c:9]2[c:10]([N+:22]([O-:23])=[O:24])[cH:11][c:12]([C:13](=[O:14])[OH:15])[cH:16][c:17]2[S:18]([NH2:19])(=[O:20])=[O:21])[cH:25][cH:26]1.[NH:27]([c:28]1[c:29]([S:30](=[O:31])(=[O:32])[NH2:33])[cH:34][c:35]([C:36]([OH:37])=[O:38])[cH:39][c:40]1[N+:41]([O-:42])=[O:43])[c:44]1[cH:45][cH:46][cH:47][cH:48][cH:49]1>>[C:1](=[O:2])([OH:3])[c:4]1[cH:5][cH:6][c:7]([NH:8][c:9]2[c:10]([NH2:22])[cH:11][c:12]([C:13](=[O:14])[OH:15])[cH:16][c:17]2[S:18]([NH2:19])(=[O:20])=[O:21])[cH:25][cH:26]1. Yields the product O=S(=O)(c1cccc2ccccc12)c1nn(Cc2ccccc2)c2ccc(OCCN3CCCC3)cc12. Starting materials: Cc1ccc(S(=O)(=O)OCCOc2ccc3c(c2)c(S(=O)(=O)c2cccc4ccccc24)nn3Cc2ccccc2)cc1, C1CCNC1, C1CCOC1. RXN SMILES: [CH2:1]([c:2]1[cH:3][cH:4][cH:5][cH:6][cH:7]1)[n:8]1[n:9][c:10]([S:31](=[O:32])(=[O:33])[c:34]2[cH:35][cH:36][cH:37][c:38]3[cH:39][cH:40][cH:41][cH:42][c:43]23)[c:11]2[cH:12][c:13]([O:17][CH2:18][CH2:19][O:20][S:21]([c:22]3[cH:23][cH:24][c:25]([CH3:26])[cH:27][cH:28]3)(=[O:29])=[O:30])[cH:14][cH:15][c:16]12.[CH2:44]1[CH2:45][CH2:46][NH:47][CH2:48]1.[CH2:49]1[O:50][CH2:51][CH2:52][CH2:53]1>>[CH2:1]([c:2]1[cH:3][cH:4][cH:5][cH:6][cH:7]1)[n:8]1[n:9][c:10]([S:31](=[O:32])(=[O:33])[c:34]2[cH:35][cH:36][cH:37][c:38]3[cH:39][cH:40][cH:41][cH:42][c:43]23)[c:11]2[cH:12][c:13]([O:17][CH2:18][CH2:19][N:47]3[CH2:46][CH2:45][CH2:44][CH2:48]3)[cH:14][cH:15][c:16]12. The reactants are O=Cc1cccc(Cl)c1F, CC(C)(C)CC(CN)C1C(=O)Nc2cc(Cl)ccc21, c1ccncc1. Product: CC(C)(C)CC1CNC(c2cccc(Cl)c2F)C12C(=O)Nc1cc(Cl)ccc12. RXN SMILES: [Cl:20][c:21]1[c:22]([F:29])[c:23]([CH:24]=[O:25])[cH:26][cH:27][cH:28]1.[NH2:1][CH2:2][CH:3]([CH2:4][C:5]([CH3:6])([CH3:7])[CH3:8])[CH:9]1[C:10](=[O:19])[NH:11][c:12]2[cH:13][c:14]([Cl:18])[cH:15][cH:16][c:17]21.[cH:30]1[cH:31][cH:32][n:33][cH:34][cH:35]1>>[NH:1]1[CH2:2][CH:3]([CH2:4][C:5]([CH3:6])([CH3:7])[CH3:8])[C:9]2([C:10](=[O:19])[NH:11][c:12]3[cH:13][c:14]([Cl:18])[cH:15][cH:16][c:17]32)[CH:24]1[c:23]1[c:22]([F:29])[c:21]([Cl:20])[cH:28][cH:27][cH:26]1. Starting materials: CCOC(=O)Cn1c(=O)n(Cc2ccc(Cl)c(Cl)c2)c(=O)c2c(C)csc21, ClC(Cl)(Cl)Cl, O=S(=O)(Cl)Cl. The product is CCOC(=O)Cn1c(=O)n(Cc2ccc(Cl)c(Cl)c2)c(=O)c2c(C)c(Cl)sc21. Reaction SMILES: [CH2:1]([CH3:2])[O:3][C:4](=[O:5])[CH2:6][n:7]1[c:8](=[O:27])[n:9]([CH2:18][c:19]2[cH:20][c:21]([Cl:26])[c:22]([Cl:25])[cH:23][cH:24]2)[c:10](=[O:17])[c:11]2[c:12]1[s:13][cH:14][c:15]2[CH3:16].[Cl:33][C:34]([Cl:35])([Cl:36])[Cl:37].[S:28]([Cl:29])(=[O:30])([Cl:31])=[O:32]>>[CH2:1]([CH3:2])[O:3][C:4](=[O:5])[CH2:6][n:7]1[c:8](=[O:27])[n:9]([CH2:18][c:19]2[cH:20][c:21]([Cl:26])[c:22]([Cl:25])[cH:23][cH:24]2)[c:10](=[O:17])[c:11]2[c:12]1[s:13][c:14]([Cl:31])[c:15]2[CH3:16]. Starting materials: C(N)(=O)C(C1=CC=CC=C1)(C1=CC=CC=C1)C1CNCCC1 (3-(R,S)-(1-carbamoyl-1,1-diphenylmethyl)piperidine), ClC1=CC=C(CCBr)C=C1 (4-chlorophenethyl bromide), C([O-])([O-])=O.[K+].[K+] (potassium carbonate). The solvent is C(C)#N (acetonitrile). Yields the product C(N)(=O)C(C1=CC=CC=C1)(C1=CC=CC=C1)C1CN(CCC1)CCC1=CC=C(C=C1)Cl (3-(R,S)-(1-carbamoyl-1,1-diphenylmethyl)-1-(4chlorophenethyl)piperidine). As a reaction SMILES: [C:1]([C:4]([CH:17]1[CH2:22][CH2:21][CH2:20][NH:19][CH2:18]1)([C:11]1[CH:16]=[CH:15][CH:14]=[CH:13][CH:12]=1)[C:5]1[CH:10]=[CH:9][CH:8]=[CH:7][CH:6]=1)(=[O:3])[NH2:2].[Cl:23][C:24]1[CH:32]=[CH:31][C:27]([CH2:28][CH2:29]Br)=[CH:26][CH:25]=1.C(=O)([O-])[O-].[K+].[K+]>C(#N)C>[C:1]([C:4]([CH:17]1[CH2:22][CH2:21][CH2:20][N:19]([CH2:29][CH2:28][C:27]2[CH:31]=[CH:32][C:24]([Cl:23])=[CH:25][CH:26]=2)[CH2:18]1)([C:11]1[CH:12]=[CH:13][CH:14]=[CH:15][CH:16]=1)[C:5]1[CH:10]=[CH:9][CH:8]=[CH:7][CH:6]=1)(=[O:3])[NH2:2] |f:2.3.4|. Procedure: A mixture containing 3-(R,S)-(1-carbamoyl-1,1-diphenylmethyl)piperidine (0.3 g), 4-chlorophenethyl bromide (0.24 g), anhydrous potassium carbonate (0.3 g) and acetonitrile (15 ml) was heated under reflux for 7 hours. The mixture was partitioned between dichloromethane (30 ml) and 10% aqueous sodium carbonate (30 ml), the layers separated, and the aqueous layer extracted with dichloromethane (2×50 ml). The combined dichloromethane extracts were dried (MgSO4) and concentrated in vacuo to give a so...